From a dataset of the Open Reaction Database (ORD), a public repository of structured organic reaction records. describe an organic reaction: reactants, conditions, products, and yield Run in C(Cl)Cl (CH2Cl2), C(Cl)Cl (methylene chloride). Procedure details: To a stirred solution of 6-chloronicotinic acid (183 mg, 1.16 mmol) and N,N-diisopropylethylamine (409 mg, 552 μL, 3.16 mmol) in methylene chloride was added (benzotriazol-1-yloxy)tris(dimethylamino)phosphonium hexafluorophosphonate (BOP) (559 mg, 1.26 mmol). After 15 min., 3-(aminomethyl)-7-chloro-1-phenylquinolin-4(1H)-one (intermediate D) (300 mg, 1.05 mmol) was added. After 1.5 hr., the suspension was diluted with CH2Cl2 and washed with water followed by citric acid solution (5%) and finally... The product is ClC1=NC=C(C(=O)NCC2=CN(C3=CC(=CC=C3C2=O)Cl)C2=CC=CC=C2)C=C1 (6-chloro-N-(7-chloro-4-oxo-1-phenyl-1,4-dihydro-quinolin-3-ylmethyl)-nicotinamide). Reaction SMILES: [Cl:1][C:2]1[CH:10]=[CH:9][C:5]([C:6]([OH:8])=O)=[CH:4][N:3]=1.C(N(CC)C(C)C)(C)C.[NH2:20][CH2:21][C:22]1[C:31](=[O:32])[C:30]2[C:25](=[CH:26][C:27]([Cl:33])=[CH:28][CH:29]=2)[N:24]([C:34]2[CH:39]=[CH:38][CH:37]=[CH:36][CH:35]=2)[CH:23]=1>C(Cl)Cl>[Cl:1][C:2]1[CH:10]=[CH:9][C:5]([C:6]([NH:20][CH2:21][C:22]2[C:31](=[O:32])[C:30]3[C:25](=[CH:26][C:27]([Cl:33])=[CH:28][CH:29]=3)[N:24]([C:34]3[CH:35]=[CH:36][CH:37]=[CH:38][CH:39]=3)[CH:23]=2)=[O:8])=[CH:4][N:3]=1. The reactants are NCC1=CN(C2=CC(=CC=C2C1=O)Cl)C1=CC=CC=C1 (3-(aminomethyl)-7-chloro-1-phenylquinolin-4(1H)-one), NCC1=CN(C2=CC(=CC=C2C1=O)Cl)C1=CC=CC=C1 (3-(aminomethyl)-7-chloro-1-phenylquinolin-4(1H)-one), ClC1=NC=C(C(=O)O)C=C1 (6-chloronicotinic acid), C(C)(C)N(C(C)C)CC (N,N-diisopropylethylamine), (benzotriazol-1-yloxy)tris(dimethylamino)phosphonium hexafluorophosphonate. Yield: 76.3%. Reaction conditions: time 15 minute. Product: N=C(OCc1ccc2ccccc2c1)N1Cc2ccccc2-c2ccccc2C1. Starting materials: OCc1ccc2ccccc2c1, N#CN1Cc2ccccc2-c2ccccc2C1. RXN SMILES: [OH:18][CH2:19][c:20]1[cH:21][c:22]2[cH:23][cH:24][cH:25][cH:26][c:27]2[cH:28][cH:29]1.[cH:1]1[cH:2][cH:3][cH:4][c:5]2[c:11]1-[c:10]1[c:9]([cH:15][cH:14][cH:13][cH:12]1)[CH2:8][N:7]([C:16]#[N:17])[CH2:6]2>>[cH:1]1[cH:2][cH:3][cH:4][c:5]2[c:11]1-[c:10]1[c:9]([cH:15][cH:14][cH:13][cH:12]1)[CH2:8][N:7]([C:16](=[NH:17])[O:18][CH2:19][c:20]1[cH:21][c:22]3[cH:23][cH:24][cH:25][cH:26][c:27]3[cH:28][cH:29]1)[CH2:6]2.